This data is from the Open Reaction Database (ORD), a public repository of structured organic reaction records. The task is: describe an organic reaction: reactants, conditions, products, and yield Reactants: C(C)(C)(C)OC(=O)N1CCC(C(=O)O)CC1 (N-t-Butoxycarbonyl isonipecotic acid), C(C1=CC=CC=C1)O (benzyl alcohol), C(CCl)Cl (EDC). Reagents/catalysts: CN(C)C=1C=CN=CC1 (DMAP). Solvent: C(Cl)Cl (CH2Cl2), C(Cl)Cl (CH2Cl2). Run at time 6 hour. Product: C(C1=CC=CC=C1)OC(C1CCN(CC1)C(=O)OC(C)(C)C)=O (N-t-butoxycarbonyl isonipecotic acid benzyl ester). As a reaction SMILES: [C:1]([O:5][C:6]([N:8]1[CH2:16][CH2:15][CH:11]([C:12]([OH:14])=[O:13])[CH2:10][CH2:9]1)=[O:7])([CH3:4])([CH3:3])[CH3:2].[CH2:17](O)[C:18]1[CH:23]=[CH:22][CH:21]=[CH:20][CH:19]=1.C(Cl)CCl>C(Cl)Cl.CN(C1C=CN=CC=1)C>[CH2:17]([O:13][C:12](=[O:14])[CH:11]1[CH2:15][CH2:16][N:8]([C:6]([O:5][C:1]([CH3:4])([CH3:2])[CH3:3])=[O:7])[CH2:9][CH2:10]1)[C:18]1[CH:23]=[CH:22][CH:21]=[CH:20][CH:19]=1. Reported procedure: To a solution of N-t-butoxycarbonyl isonipecotic acid (12.0 g, 52.3 mmol) from example 3 step A, in anhydrous CH2Cl2 (100 ml), was added benzyl alcohol (6.0 ml, 58 mmol), followed by EDC (11.04 g, 57.6 mmol), and DMAP (642 mg, 5.25 mmol). The resulting mixture was stirred for 6 hrs, then diluted with CH2Cl2 (150 ml) and washed successively with water, 10% aqueous citric acid, saturated NaHCO3, and brine and dried (MgSO4). Concentration in vacuo afforded a colorless oil which was chromatographed ... Run in ClCCl (dichloromethane). Isolated yield 42.0%. Procedure: To a stirred solution of 3-((4-(4-amino-3-methoxybenzoyl)piperazin-1-y)methyl)-N-tert-butylbenzamide (0.155 mmol, 66 mg) in dichloromethane (2 mL) was added 4-nitrophenylchloroformate (0.155 mmol, 31.3 mg). After 1 hour stirring, 2,2-dimethylpropan-1-amine (0.311 mmol, 27.1 mg) was added and stirring continued for 1 hour. The reaction was concentrated under vacuum and the residue dissolved in methanol (1 mL). Purification by basic reverse phase HPLC gave the title compound (35 mg). MS (ESI) m/z ... Starting materials: NC1=C(C=C(C(=O)N2CCN(CC2)CC=2C=C(C(=O)NC(C)(C)C)C=CC2)C=C1)OC (3-((4-(4-amino-3-methoxybenzoyl)piperazin-1-y)methyl)-N-tert-butylbenzamide), 4-nitrophenylchloroformate, CC(CN)(C)C (2,2-dimethylpropan-1-amine). Run at time 1 hour. Product: C(C)(C)(C)NC(C1=CC(=CC=C1)CN1CCN(CC1)C(C1=CC(=C(C=C1)NC(=O)NCC(C)(C)C)OC)=O)=O (N-tert-Butyl-3-((4-(3-methoxy-4-(3-neopentylureido)benzoyl)piperazin-1-yl)methyl)benzamide). RXN SMILES: [NH2:1][C:2]1[CH:29]=[CH:28][C:5]([C:6]([N:8]2[CH2:13][CH2:12][N:11]([CH2:14][C:15]3[CH:16]=[C:17]([CH:25]=[CH:26][CH:27]=3)[C:18]([NH:20][C:21]([CH3:24])([CH3:23])[CH3:22])=[O:19])[CH2:10][CH2:9]2)=[O:7])=[CH:4][C:3]=1[O:30][CH3:31].C1C([N+]([O-])=O)=CC=C([Cl-][C:42]([O-])=[O:43])C=1.[CH3:45][C:46]([CH3:50])([CH3:49])[CH2:47][NH2:48]>ClCCl>[C:21]([NH:20][C:18](=[O:19])[C:17]1[CH:25]=[CH:26][CH:27]=[C:15]([CH2:14][N:11]2[CH2:12][CH2:13][N:8]([C:6](=[O:7])[C:5]3[CH:28]=[CH:29][C:2]([NH:1][C:42]([NH:48][CH2:47][C:46]([CH3:50])([CH3:49])[CH3:45])=[O:43])=[C:3]([O:30][CH3:31])[CH:4]=3)[CH2:9][CH2:10]2)[CH:16]=1)([CH3:24])([CH3:23])[CH3:22]. Reactants: solution, [OH-].[Na+] (sodium hydroxide), C(#N)CC1=CNC2=CC(=C(C=C12)OC)Cl (3-cyanomethyl-5-methoxy-6-chloroindole), [H-].[Al+3].[Li+].[H-].[H-].[H-] (lithium aluminum hydride), S(O)(O)(=O)=O (sulfuric acid). Run in O1CCCC1 (tetrahydrofuran), O1CCCC1 (tetrahydrofuran), O1CCCC1 (tetrahydrofuran). The product is COC1=C(C=C2NC=C(CCN)C2=C1)Cl (5-methoxy-6-chlorotryptamine). Yield: 83.0%. As a reaction SMILES: [H-].[Al+3].[Li+].[H-].[H-].[H-].S(=O)(=O)(O)O.[C:12]([CH2:14][C:15]1[C:23]2[C:18](=[CH:19][C:20]([Cl:26])=[C:21]([O:24][CH3:25])[CH:22]=2)[NH:17][CH:16]=1)#[N:13].[OH-].[Na+]>O1CCCC1>[CH3:25][O:24][C:21]1[CH:22]=[C:23]2[C:18]([NH:17][CH:16]=[C:15]2[CH2:14][CH2:12][NH2:13])=[CH:19][C:20]=1[Cl:26] |f:0.1.2.3.4.5,8.9|. Procedure details: A solution 7.6 g. (0.2 mole) of lithium aluminum hydride in 200 ml. of tetrahydrofuran was stirred under nitrogen while a solution of 5.2 ml. (9.8 g., 0.1 mole) of 100 percent sulfuric acid in 40 ml. of tetrahydrofuran was added. A solution of 6.0 g. (27 mmoles) of 3-cyanomethyl-5-methoxy-6-chloroindole in 40 ml. of tetrahydrofuran then was added over a 30-minute period. The reaction was allowed to proceed for another hour with stirring. The mixture then was poured into ice followed by 20 percen... Reactants: FC1=C(C=CC=C1)O (2-fluorophenol), Cl.ClCC1=NC2=CC=CC=C2C=C1 (2-(chloromethyl)quinoline hydrochloride), [OH-].[K+] (potassium hydroxide). The solvent is C(C)O (ethanol), C(C)O (ethanol). Run at temperature 8 celsius. The product is FC1=C(OCC2=NC3=CC=CC=C3C=C2)C=CC=C1 (2-[(2-Fluorophenoxy)methyl]quinoline). Isolated yield 52.5%. Reaction SMILES: [F:1][C:2]1[CH:7]=[CH:6][CH:5]=[CH:4][C:3]=1[OH:8].Cl.Cl[CH2:11][C:12]1[CH:21]=[CH:20][C:19]2[C:14](=[CH:15][CH:16]=[CH:17][CH:18]=2)[N:13]=1.[OH-].[K+]>C(O)C>[F:1][C:2]1[CH:7]=[CH:6][CH:5]=[CH:4][C:3]=1[O:8][CH2:11][C:12]1[CH:21]=[CH:20][C:19]2[C:14](=[CH:15][CH:16]=[CH:17][CH:18]=2)[N:13]=1 |f:1.2,3.4|. Procedure: To a solution of 2-fluorophenol (7.8 g, 70 mmol) in 20 mL ethanol is added 2-(chloromethyl)quinoline hydrochloride (15.0 g, 70 mmol) followed by a solution of potassium hydroxide (7.86 g, 140 mmol) in 50 mL ethanol. The reaction mixture is refluxed overnight. After filtering while still hot, the reaction mixture is cooled to 8° C. to afford 9.3 g (53%) of brown crystals, m.p. 84°-86° C. Starting materials: ClC=1C=C(C=CC1)S(=O)(=O)N1C(=CC(=C1)C=O)C1=CC2=C(C=C1)OCO2 (1-(m-Chlorobenzenesulfonyl)2-(3,4methylenedioxyphenyl)-pyrrole-4-carboxaldehyde), NCCCN1CCN(CC1)C (1-(3-aminopropyl)-4-methylpiperazine), [BH-](OC(=O)C)(OC(=O)C)OC(=O)C.[Na+] (NaBH(OAc)3). Product: ClC=1C=C(C=CC1)S(=O)(=O)N1C(=CC(=C1)CNCCCN1CCN(CC1)C)C1=CC2=C(C=C1)OCO2 (1-(m-Chlorobenzenesulfonyl)-2-(3,4-methylenedioxyphenyl)-4-(N-[3-{4-methylpiperazinyl}-propyl]-aminomethyl)-pyrrole). As a reaction SMILES: [Cl:1][C:2]1[CH:3]=[C:4]([S:8]([N:11]2[CH:15]=[C:14]([CH:16]=O)[CH:13]=[C:12]2[C:18]2[CH:23]=[CH:22][C:21]3[O:24][CH2:25][O:26][C:20]=3[CH:19]=2)(=[O:10])=[O:9])[CH:5]=[CH:6][CH:7]=1.[NH2:27][CH2:28][CH2:29][CH2:30][N:31]1[CH2:36][CH2:35][N:34]([CH3:37])[CH2:33][CH2:32]1.[BH-](OC(C)=O)(OC(C)=O)OC(C)=O.[Na+]>>[Cl:1][C:2]1[CH:3]=[C:4]([S:8]([N:11]2[CH:15]=[C:14]([CH2:16][NH:27][CH2:28][CH2:29][CH2:30][N:31]3[CH2:32][CH2:33][N:34]([CH3:37])[CH2:35][CH2:36]3)[CH:13]=[C:12]2[C:18]2[CH:23]=[CH:22][C:21]3[O:24][CH2:25][O:26][C:20]=3[CH:19]=2)(=[O:10])=[O:9])[CH:5]=[CH:6][CH:7]=1 |f:2.3|. Procedure details: 1-(m-Chlorobenzenesulfonyl)2-(3,4methylenedioxyphenyl)-pyrrole-4-carboxaldehyde and 1-(3-aminopropyl)-4-methylpiperazine are condensed and reduced with NaBH(OAc)3 following the procedure of Example 2. HPLC: RT (program 1) 3.26, MS: 531.0. Reactants: C(C)OC(CN1C=CC2=CC=C(C=C12)NC(CCC#CC1=CC=C(C=C1)OC(F)(F)F)=O)=O ({6-[5-(4-trifluoromethoxy-phenyl)-pent-4-ynoylamino]-indol-1-yl}-acetic acid ethyl ester), CI (methyl iodide), [H-].[Na+] (sodium hydride). Yields the product CN(C1=CC=C2C=CN(C2=C1)CC(=O)O)C(CCC#CC1=CC=C(C=C1)OC(F)(F)F)=O ((6-{Methyl-[5-(4-trifluoromethoxy-phenyl)-pent-4-ynoyl]-amino}-indol-1-yl)-acetic acid). As a reaction SMILES: C([O:3][C:4](=[O:33])[CH2:5][N:6]1[C:14]2[C:9](=[CH:10][CH:11]=[C:12]([NH:15][C:16](=[O:32])[CH2:17][CH2:18][C:19]#[C:20][C:21]3[CH:26]=[CH:25][C:24]([O:27][C:28]([F:31])([F:30])[F:29])=[CH:23][CH:22]=3)[CH:13]=2)[CH:8]=[CH:7]1)C.[CH3:34]I.[H-].[Na+]>>[CH3:34][N:15]([C:16](=[O:32])[CH2:17][CH2:18][C:19]#[C:20][C:21]1[CH:22]=[CH:23][C:24]([O:27][C:28]([F:30])([F:29])[F:31])=[CH:25][CH:26]=1)[C:12]1[CH:13]=[C:14]2[C:9]([CH:8]=[CH:7][N:6]2[CH2:5][C:4]([OH:3])=[O:33])=[CH:10][CH:11]=1 |f:2.3|. Procedure: In analogy to the procedure described in example 8 d], {6-[5-(4-trifluoromethoxy-phenyl)-pent-4-ynoylamino]-indol-1-yl}-acetic acid ethyl ester was reacted with methyl iodide in the presence of sodium hydride to give the title compound as brown liquid.